From a dataset of the Open Reaction Database (ORD), a public repository of structured organic reaction records. describe an organic reaction: reactants, conditions, products, and yield Reactants: CCOC(C)=O, Cc1ccccc1CC(=O)C1CCN(Cc2nccnc2OC(C)(C)C)CC1, ClCCl, Cl, [Na+], [OH-]. Product: Cc1ccccc1CC(=O)C1CCN(Cc2ncc[nH]c2=O)CC1. Reaction SMILES: [C:1]([O:2][CH2:3][CH3:4])(=[O:5])[CH3:6].[C:8]([CH3:9])([CH3:10])([CH3:11])[O:12][c:13]1[c:14]([CH2:19][N:20]2[CH2:21][CH2:22][CH:23]([C:26]([CH2:27][c:28]3[c:29]([CH3:34])[cH:30][cH:31][cH:32][cH:33]3)=[O:35])[CH2:24][CH2:25]2)[n:15][cH:16][cH:17][n:18]1.[Cl:38][CH2:39][Cl:40].[ClH:7].[Na+:37].[OH-:36]>>[O:12]=[c:13]1[c:14]([CH2:19][N:20]2[CH2:21][CH2:22][CH:23]([C:26]([CH2:27][c:28]3[c:29]([CH3:34])[cH:30][cH:31][cH:32][cH:33]3)=[O:35])[CH2:24][CH2:25]2)[n:15][cH:16][cH:17][nH:18]1. Starting materials: OC1=NOC(=C1C)C (3-hydroxy-4,5-dimethylisoxazole), [N+](=[N-])=C (diazomethane). Run in CCOCC (ether). Conditions: time 30 minute. The product is CN1OC(=C(C1=O)C)C (N,4,5-trimethyl-3-isoxazolone). Reaction SMILES: [OH:1][C:2]1[C:6]([CH3:7])=[C:5]([CH3:8])[O:4][N:3]=1.[N+](=[CH2:11])=[N-]>CCOCC>[CH3:11][N:3]1[C:2](=[O:1])[C:6]([CH3:7])=[C:5]([CH3:8])[O:4]1. Procedure: To a solution of 3-hydroxy-4,5-dimethylisoxazole (7 g, 62 mmol) in ether (50 mL) was added diazomethane until a persistent yellow colour was obtained. The reaction was stirred for another 30 min at room temperature. The ether was evaporated off and the residue purified by column chromatography on silica gel suing either as eluent. 4 g of the desired material was obtained. Starting materials: CC1=C(C(=CC(=C1)N1CCOCC1)C)C=1NC2=C(N1)C=CC(=C2)C(=O)O (2-(2,6-Dimethyl-4-morpholin-4-yl-phenyl)-3H-benzoimidazole-5-carboxylic acid), ClC1=CC=C(C(=O)NN)C=C1 (4-chlorobenzoic acid hydrazide), CCN=C=NCCCN(C)C (EDCI), C=1C=CC2=C(C1)N=NN2O (HOBT). The solvent is O (water), CN(C)C=O (DMF). Conditions: time 5 hour. Product: CC1=C(C(=CC(=C1)N1CCOCC1)C)C=1NC2=C(N1)C=CC(=C2)C(=O)NNC(C2=CC=C(C=C2)Cl)=O (4-Chloro-benzoic acid N′-[2-(2,6-dimethyl-4-morpholin-4-yl-phenyl)-3H-benzoimidazole-5-carbonyl]-hydrazide). Reaction SMILES: [CH3:1][C:2]1[CH:7]=[C:6]([N:8]2[CH2:13][CH2:12][O:11][CH2:10][CH2:9]2)[CH:5]=[C:4]([CH3:14])[C:3]=1[C:15]1[NH:16][C:17]2[CH:23]=[C:22]([C:24]([OH:26])=O)[CH:21]=[CH:20][C:18]=2[N:19]=1.[Cl:27][C:28]1[CH:37]=[CH:36][C:31]([C:32]([NH:34][NH2:35])=[O:33])=[CH:30][CH:29]=1.CCN=C=NCCCN(C)C.C1C=CC2N(O)N=NC=2C=1>CN(C=O)C.O>[CH3:1][C:2]1[CH:7]=[C:6]([N:8]2[CH2:9][CH2:10][O:11][CH2:12][CH2:13]2)[CH:5]=[C:4]([CH3:14])[C:3]=1[C:15]1[NH:16][C:17]2[CH:23]=[C:22]([C:24]([NH:35][NH:34][C:32](=[O:33])[C:31]3[CH:30]=[CH:29][C:28]([Cl:27])=[CH:37][CH:36]=3)=[O:26])[CH:21]=[CH:20][C:18]=2[N:19]=1. Reported procedure: To a stirred solution of the crude 2-(2,6-Dimethyl-4-morpholin-4-yl-phenyl)-3H-benzoimidazole-5-carboxylic acid in 10 ml of DMF was added 900 mg of 4-chlorobenzoic acid hydrazide, 1.1 g of EDCI and 700 mg of HOBT. The reaction was stirred at room temperature under nitrogen atmosphere for 5 hours. The reaction mixture was diluted with water and the resulting precipitates were collected by filtration and purified by column chromatography (DCM:MeOH=20:1) to give the title compound. LCMS ret T=1.19 ... Starting materials: CCOC(=O)C(C)(C)c1ccc(OC)c(-c2ccc(C(F)(F)F)cc2CN(CC)C(C)=O)c1, C1CCOC1, CCO, ClCCl, Cl, [Na+], [OH-]. The product is CCN(Cc1cc(C(F)(F)F)ccc1-c1cc(C(C)(C)C(=O)O)ccc1OC)C(C)=O. Reaction SMILES: [CH2:1]([CH3:2])[O:3][C:4]([C:5]([CH3:6])([CH3:7])[c:8]1[cH:9][c:10](-[c:16]2[c:17]([CH2:26][N:27]([CH2:28][CH3:29])[C:30]([CH3:31])=[O:32])[cH:18][c:19]([C:22]([F:23])([F:24])[F:25])[cH:20][cH:21]2)[c:11]([O:14][CH3:15])[cH:12][cH:13]1)=[O:33].[CH2:40]1[O:41][CH2:42][CH2:43][CH2:44]1.[CH3:45][CH2:46][OH:47].[Cl:36][CH2:37][Cl:38].[ClH:39].[Na+:35].[OH-:34]>>[O:3]=[C:4]([C:5]([CH3:6])([CH3:7])[c:8]1[cH:9][c:10](-[c:16]2[c:17]([CH2:26][N:27]([CH2:28][CH3:29])[C:30]([CH3:31])=[O:32])[cH:18][c:19]([C:22]([F:23])([F:24])[F:25])[cH:20][cH:21]2)[c:11]([O:14][CH3:15])[cH:12][cH:13]1)[OH:33]. The reactants are COC1=C(CC=2C(=NC=NC2OCCOC2OCCCC2)NS(=O)(=O)C2=CC=C(C=O)C=C2)C=CC=C1 (rac-p-[[5-(o-methoxybenzyl)-6-[2-[(tetrahydro-2H-pyran-2-yl]oxy]ethoxy]-4-pyrimidinyl]sulfamoyl]benzalde-hyde), [BH4-].[Na+] (sodium borohydride). Solvent: CO (methyl alcohol). Run at time 1 hour. Product: OCC1=CC=C(C=C1)S(=O)(=O)NC1=NC=NC(=C1CC1=C(C=CC=C1)OC)OCCOC1OCCCC1 (rac-α-hydroxy-N-[5-(o-methoxybenzyl)-6-[2-[(tetra-hydro-2H-pyran-2-yl)oxy]ethoxy]-4-pyrimidinyl]-p-toluene-sulfonamide). The yield is 78.9%. As a reaction SMILES: [CH3:1][O:2][C:3]1[CH:37]=[CH:36][CH:35]=[CH:34][C:4]=1[CH2:5][C:6]1[C:7]([NH:22][S:23]([C:26]2[CH:33]=[CH:32][C:29]([CH:30]=[O:31])=[CH:28][CH:27]=2)(=[O:25])=[O:24])=[N:8][CH:9]=[N:10][C:11]=1[O:12][CH2:13][CH2:14][O:15][CH:16]1[CH2:21][CH2:20][CH2:19][CH2:18][O:17]1.[BH4-].[Na+]>CO>[OH:31][CH2:30][C:29]1[CH:28]=[CH:27][C:26]([S:23]([NH:22][C:7]2[C:6]([CH2:5][C:4]3[CH:34]=[CH:35][CH:36]=[CH:37][C:3]=3[O:2][CH3:1])=[C:11]([O:12][CH2:13][CH2:14][O:15][CH:16]3[CH2:21][CH2:20][CH2:19][CH2:18][O:17]3)[N:10]=[CH:9][N:8]=2)(=[O:24])=[O:25])=[CH:33][CH:32]=1 |f:1.2|. Reported procedure: 53 mg of rac-p-[[5-(o-methoxybenzyl)-6-[2-[(tetrahydro-2H-pyran-2-yl]oxy]ethoxy]-4-pyrimidinyl]sulfamoyl]benzalde-hyde were dissolved in 3 ml of methyl alcohol and treated with 37 mg of sodium borohydride at room temperature. After stirring at room temperature for 1 hour, the methanol was evaporated under reduced pressure. The residue was dissolved in ethyl acetate, washed with water and NaCl solution (saturated), dried and distilled under reduced pressure. There were obtained 42 mg of rac-α-hyd...